From a dataset of the Open Reaction Database (ORD), a public repository of structured organic reaction records. describe an organic reaction: reactants, conditions, products, and yield The reactants are COC(\C=C\C(=O)C1=C(C=CC(=C1)Cl)F)=O (methyl-(E)-4-(2'-fluoro-5'-chlorophenyl)-4-oxo-butenoate), C(C)OC1=CN=C(O1)C(=O)O (5-ethoxyoxazole-2-carboxylic acid). The product is OC=1C=NC=C(C(=O)OC)C1C(C1=C(C=CC(=C1)Cl)F)=O (methyl 5-hydroxy-4-(2'-fluoro-5'-chlorobenzoyl)nicotinate). Reaction SMILES: [CH3:1][O:2][C:3](=[O:16])/[CH:4]=[CH:5]/[C:6]([C:8]1[CH:13]=[C:12]([Cl:14])[CH:11]=[CH:10][C:9]=1[F:15])=[O:7].C([O:19][C:20]1O[C:23](C(O)=O)=[N:22][CH:21]=1)C>>[OH:19][C:20]1[CH:21]=[N:22][CH:23]=[C:4]([C:5]=1[C:6](=[O:7])[C:8]1[CH:13]=[C:12]([Cl:14])[CH:11]=[CH:10][C:9]=1[F:15])[C:3]([O:2][CH3:1])=[O:16]. Procedure: Diels-Alder reaction of intermediate (XX) with the known 5-ethoxyoxazole-2-carboxylic acid (XXI) (step w) to give methyl 5-hydroxy-4-(2'-fluoro-5'-chlorobenzoyl)nicotinate (XXII); Starting materials: C1CCOC1, COc1ccc(C(C)C)cc1-c1ccc(C(F)(F)F)cc1CNC(C)C(N=[N+]=[N-])c1cc(C(F)(F)F)cc(C(F)(F)F)c1. Yields the product COc1ccc(C(C)C)cc1-c1ccc(C(F)(F)F)cc1CNC(C)C(N)c1cc(C(F)(F)F)cc(C(F)(F)F)c1. RXN SMILES: [CH2:44]1[O:45][CH2:46][CH2:47][CH2:48]1.[N:1](=[N+:2]=[N-:3])[CH:4]([CH:5]([CH3:6])[NH:7][CH2:8][c:9]1[c:10](-[c:19]2[c:20]([O:28][CH3:29])[cH:21][cH:22][c:23]([CH:25]([CH3:26])[CH3:27])[cH:24]2)[cH:11][cH:12][c:13]([C:15]([F:16])([F:17])[F:18])[cH:14]1)[c:30]1[cH:31][c:32]([C:40]([F:41])([F:42])[F:43])[cH:33][c:34]([C:36]([F:37])([F:38])[F:39])[cH:35]1>>[NH2:1][CH:4]([CH:5]([CH3:6])[NH:7][CH2:8][c:9]1[c:10](-[c:19]2[c:20]([O:28][CH3:29])[cH:21][cH:22][c:23]([CH:25]([CH3:26])[CH3:27])[cH:24]2)[cH:11][cH:12][c:13]([C:15]([F:16])([F:17])[F:18])[cH:14]1)[c:30]1[cH:31][c:32]([C:40]([F:41])([F:42])[F:43])[cH:33][c:34]([C:36]([F:37])([F:38])[F:39])[cH:35]1.